From a dataset of the Open Reaction Database (ORD), a public repository of structured organic reaction records. describe an organic reaction: reactants, conditions, products, and yield The reactants are ClCCl, CN, Clc1nc(Cl)nc(N2CCc3ccccc32)n1. The product is CNc1nc(Cl)nc(N2CCc3ccccc32)n1. Reaction SMILES: [CH2:20]([Cl:21])[Cl:22].[CH3:18][NH2:19].[Cl:1][c:2]1[n:3][c:4]([N:9]2[CH2:10][CH2:11][c:12]3[cH:13][cH:14][cH:15][cH:16][c:17]32)[n:5][c:6]([Cl:8])[n:7]1>>[c:2]1([NH:19][CH3:18])[n:3][c:4]([N:9]2[CH2:10][CH2:11][c:12]3[cH:13][cH:14][cH:15][cH:16][c:17]32)[n:5][c:6]([Cl:8])[n:7]1. Starting materials: C(C)(C)(C)OC(N(C1CCC(CC1)=O)C)=O (methyl-(4-oxo-cyclohexyl)-carbamic acid tert-butyl ester), C(Br)(Br)(F)F (CBr2F2), P(N(CH3)2)3. Reagents/catalysts: [Zn] (Zn). Solvent: CCOCC (Et2O), C1CCOC1 (THF). Product: C(C)(C)(C)OC(N(C)C1CCC(CC1)=C(F)F)=O ((4-difluoromethylene-cyclohexyl)-methyl-carbamic acid tert-butyl ester). Isolated yield 60.0%. As a reaction SMILES: [C:1]([O:5][C:6](=[O:16])[N:7]([CH3:15])[CH:8]1[CH2:13][CH2:12][C:11](=O)[CH2:10][CH2:9]1)([CH3:4])([CH3:3])[CH3:2].[C:17]([F:21])([F:20])(Br)Br>C1COCC1.CCOCC.[Zn]>[C:1]([O:5][C:6](=[O:16])[N:7]([CH:8]1[CH2:13][CH2:12][C:11](=[C:17]([F:21])[F:20])[CH2:10][CH2:9]1)[CH3:15])([CH3:4])([CH3:3])[CH3:2]. Procedure: To a solution of methyl-(4-oxo-cyclohexyl)-carbamic acid tert-butyl ester (0.69 g, 3.04 mmol, 1.0 eq.) in THF (25 mL) at −30° C. was added CBr2F2 (1.25 mL, 4.5 eq.) followed slow addition of by P(N(CH3)2)3. The resulting mixture was warmed to room temperature over 0.5 h and Zn was introduced. The resulting mixture was stirred at reflux for 16 h, cooled to room temperature and diluted with Et2O. The organic phase was decanted and the aqueous phase extracted with 2×Et2O. The combined organic phase... Starting materials: NC(CO)(CN(C1=CC=CC=C1)CC)C ((RS)-2-amino-3-(ethyl-phenyl-amino)-2-methyl-propan-1-ol), N#CBr (cyanogen bromide). Product: C(C)N(C1=CC=CC=C1)CC1(N=C(OC1)N)C ((RS)-4-[(ethyl-phenyl-amino)-methyl]-4-methyl-4,5-dihydro-oxazol-2-ylamine). As a reaction SMILES: [NH2:1][C:2]([CH3:15])([CH2:5][N:6]([CH2:13][CH3:14])[C:7]1[CH:12]=[CH:11][CH:10]=[CH:9][CH:8]=1)[CH2:3][OH:4].[N:16]#[C:17]Br>>[CH2:13]([N:6]([CH2:5][C:2]1([CH3:15])[CH2:3][O:4][C:17]([NH2:16])=[N:1]1)[C:7]1[CH:12]=[CH:11][CH:10]=[CH:9][CH:8]=1)[CH3:14]. Procedure details: In analogy to example 1.d (RS)-2-amino-3-(ethyl-phenyl-amino)-2-methyl-propan-1-ol was reacted with cyanogen bromide to give (RS)-4-[(ethyl-phenyl-amino)-methyl]-4-methyl-4,5-dihydro-oxazol-2-ylamine as a colourless gum. MS (ISP): 234.0 ([M+H]+). Starting materials: N(=O)OCCC(C)C (Isoamyl nitrite), ClC1=C2C=CN3C(C2=CC=C1)=NC(=C3)C (7-chloro-2-methylimidazo[2,1-a]isoquinoline). Solvent: O1CCOCC1 (dioxane). Product: ClC1=C2C=CN3C(C2=CC=C1)=NC(=C3N=O)C (7-chloro-2-methyl-3-nitrosoimidazo[2,1-a]isoquinoline). The yield is 39.7%. As a reaction SMILES: [N:1](OCCC(C)C)=[O:2].[Cl:9][C:10]1[CH:19]=[CH:18][CH:17]=[C:16]2[C:11]=1[CH:12]=[CH:13][N:14]1[CH:22]=[C:21]([CH3:23])[N:20]=[C:15]12>O1CCOCC1>[Cl:9][C:10]1[CH:19]=[CH:18][CH:17]=[C:16]2[C:11]=1[CH:12]=[CH:13][N:14]1[C:22]([N:1]=[O:2])=[C:21]([CH3:23])[N:20]=[C:15]12. Reported procedure: Isoamyl nitrite (140 g) was added to a suspension of 7-chloro-2-methylimidazo[2,1-a]isoquinoline (17.1 g) in dioxane (170 ml) at 50° C. and the mixture was refluxed for 15 minutes. After being cooled, the resulting precipitate was collected by filtration, washed successively with dioxane and diethyl ether and dried in a desiccator to give 7-chloro-2-methyl-3-nitrosoimidazo[2,1-a]isoquinoline (7.7 g). The reactants are CC(C)(C)[Si](C)(C)Cl, CN(C)C=O, CSc1ncc(C#N)c(NC2CCC(O)C2)n1, c1c[nH]cn1. The product is CSc1ncc(C#N)c(NC2CCC(O[Si](C)(C)C(C)(C)C)C2)n1. As a reaction SMILES: [C:23]([CH3:24])([CH3:25])([CH3:26])[Si:27]([CH3:28])([CH3:29])[Cl:30].[O:31]=[CH:32][N:33]([CH3:34])[CH3:35].[OH:1][CH:2]1[CH2:3][CH:4]([NH:7][c:8]2[n:9][c:10]([S:16][CH3:17])[n:11][cH:12][c:13]2[C:14]#[N:15])[CH2:5][CH2:6]1.[nH:18]1[cH:19][cH:20][n:21][cH:22]1>>[O:1]([CH:2]1[CH2:3][CH:4]([NH:7][c:8]2[n:9][c:10]([S:16][CH3:17])[n:11][cH:12][c:13]2[C:14]#[N:15])[CH2:5][CH2:6]1)[Si:27]([C:23]([CH3:24])([CH3:25])[CH3:26])([CH3:28])[CH3:29]. Reactants: ClC(C(=O)N(C)C)C (2-chloro-N,N-dimethylpropionamide), CC=1C(=NNC1)C1=C(C=C(C=C1)C)C (4-methyl-3-(2,4-dimethylphenyl)pyrazole), CC=1C(=NNC1)C1=CC=CC=C1 (4-methyl-3-phenylpyrazole). Yields the product C(C)C(C(=O)N(C)C)N1N=C(C(=C1)C)C1=C(C=C(C=C1)C)C (α-ethyl-N,N,4-trimethyl-3-(2,4-dimethylphenyl)pyrazole-1-acetamide). Reaction SMILES: Cl[CH:2]([CH3:8])[C:3]([N:5]([CH3:7])[CH3:6])=[O:4].[CH3:9][C:10]1[C:11]([C:15]2[CH:20]=[CH:19][C:18]([CH3:21])=[CH:17][C:16]=2[CH3:22])=[N:12][NH:13][CH:14]=1.[CH3:23]C1C(C2C=CC=CC=2)=NNC=1>>[CH2:8]([CH:2]([N:13]1[CH:14]=[C:10]([CH3:9])[C:11]([C:15]2[CH:20]=[CH:19][C:18]([CH3:21])=[CH:17][C:16]=2[CH3:22])=[N:12]1)[C:3]([N:5]([CH3:7])[CH3:6])=[O:4])[CH3:23]. Procedure details: Using the procedure of Example 1, but substituting 2-bromo-N,N-dimethylbutyramide for 2-chloro-N,N-dimethylpropionamide and 4-methyl-3-(2,4-dimethylphenyl)pyrazole for 4-methyl-3-phenylpyrazole there is obtained α-ethyl-N,N,4-trimethyl-3-(2,4-dimethylphenyl)pyrazole-1-acetamide isolated as an oil. Starting materials: O (water), ClC=1C=C(C=CC(=O)O)C=CC1Cl (3,4-dichlorocinnamic acid), C([O-])([O-])=O.[Cs+].[Cs+] (cesium carbonate), CI (methyl iodide). Solvent: CN(C)C=O (DMF). Run at time 12 hour. The product is ClC=1C=C(C=CC(=O)OC)C=CC1Cl (methyl 3,4-dichlorocinnamate). Isolated yield 138.5%. RXN SMILES: [Cl:1][C:2]1[CH:3]=[C:4]([CH:10]=[CH:11][C:12]=1[Cl:13])[CH:5]=[CH:6][C:7]([OH:9])=[O:8].[C:14](=O)([O-])[O-].[Cs+].[Cs+].CI.O>CN(C=O)C>[Cl:1][C:2]1[CH:3]=[C:4]([CH:10]=[CH:11][C:12]=1[Cl:13])[CH:5]=[CH:6][C:7]([O:9][CH3:14])=[O:8] |f:1.2.3|. Procedure: To a solution of 3,4-dichlorocinnamic acid (21.7 g) and cesium carbonate (22.8 g) in DMF (200 mL) was added methyl iodide (7.47 mL) at 0° C., and the mixture was stirred at room temperature for 12 hr. The reaction mixture was poured into water, and the resultant product was extracted with ethyl acetate. The organic layer was washed with saturated aqueous sodium hydrogen carbonate solution, water, 1M KHSO4 solution and brine and dried, and the solvent was evaporated under reduced pressure to give... Yields the product Cc1cc(Nc2cc(Cl)nc(S(C)(=O)=O)n2)[nH]n1. Reactants: CO, Cc1cc(Nc2cc(Cl)nc(S(C)=O)n2)[nH]n1, O. RXN SMILES: [CH3:18][OH:19].[Cl:1][c:2]1[cH:3][c:4]([NH:11][c:12]2[cH:13][c:14]([CH3:17])[n:15][nH:16]2)[n:5][c:6]([S:8](=[O:9])[CH3:10])[n:7]1.[OH2:20]>>[Cl:1][c:2]1[cH:3][c:4]([NH:11][c:12]2[cH:13][c:14]([CH3:17])[n:15][nH:16]2)[n:5][c:6]([S:8](=[O:9])([CH3:10])=[O:19])[n:7]1.